This data is from the Open Reaction Database (ORD), a public repository of structured organic reaction records. The task is: describe an organic reaction: reactants, conditions, products, and yield Reactants: BrC1=CC(=C(CC2C(N(CC2)C2CCC(CC2)=O)=O)C=C1)Cl (3-(4-Bromo-2-chloro-benzyl)-1-(4-oxo-cyclohexyl)-pyrrolidin-2-one), CN1N=CC(=C1)B1OC(C(O1)(C)C)(C)C (1-Methyl-4-(4,4,5,5-tetramethyl-[1,3,2]dioxaborolan-2-yl)-1H-pyrazole), C([O-])([O-])=O.[Na+].[Na+] (sodium carbonate). Reagents/catalysts: C=1C=CC(=CC1)[P](C=2C=CC=CC2)(C=3C=CC=CC3)[Pd]([P](C=4C=CC=CC4)(C=5C=CC=CC5)C=6C=CC=CC6)([P](C=7C=CC=CC7)(C=8C=CC=CC8)C=9C=CC=CC9)[P](C=1C=CC=CC1)(C=1C=CC=CC1)C=1C=CC=CC1 ((Ph3P)4Pd). Run in COCCOC (DME), O (H2O), O (water), C(C)(=O)OCC (ethyl acetate), CCOC(=O)C (EtOAc). The product is ClC1=C(CC2C(N(CC2)C2CCC(CC2)=O)=O)C=CC(=C1)C=1C=NN(C1)C (3-[2-Chloro-4-(1-methyl-1H-pyrazol-4-yl)-benzyl]-1-(4-oxo-cyclohexyl)-pyrrolidin-2-one). RXN SMILES: Br[C:2]1[CH:21]=[CH:20][C:5]([CH2:6][CH:7]2[CH2:11][CH2:10][N:9]([CH:12]3[CH2:17][CH2:16][C:15](=[O:18])[CH2:14][CH2:13]3)[C:8]2=[O:19])=[C:4]([Cl:22])[CH:3]=1.[CH3:23][N:24]1[CH:28]=[C:27](B2OC(C)(C)C(C)(C)O2)[CH:26]=[N:25]1.C(=O)([O-])[O-].[Na+].[Na+]>COCCOC.C1C=CC([P]([Pd]([P](C2C=CC=CC=2)(C2C=CC=CC=2)C2C=CC=CC=2)([P](C2C=CC=CC=2)(C2C=CC=CC=2)C2C=CC=CC=2)[P](C2C=CC=CC=2)(C2C=CC=CC=2)C2C=CC=CC=2)(C2C=CC=CC=2)C2C=CC=CC=2)=CC=1.CCOC(C)=O.O>[Cl:22][C:4]1[CH:3]=[C:2]([C:27]2[CH:26]=[N:25][N:24]([CH3:23])[CH:28]=2)[CH:21]=[CH:20][C:5]=1[CH2:6][CH:7]1[CH2:11][CH2:10][N:9]([CH:12]2[CH2:17][CH2:16][C:15](=[O:18])[CH2:14][CH2:13]2)[C:8]1=[O:19] |f:2.3.4,^1:53,55,74,93|. Reported procedure: Combine 3-(4-Bromo-2-chloro-benzyl)-1-(4-oxo-cyclohexyl)-pyrrolidin-2-one (0.5, 1.3 mmol), 1-Methyl-4-(4,4,5,5-tetramethyl-[1,3,2]dioxaborolan-2-yl)-1H-pyrazole (0.814 g, 3.9 mmol), sodium carbonate (0.689 g, 6.5 mmol) in DME (8 mL)/H2O (3 mL) and degas with a stream of nitrogen. Add (Ph3P)4Pd (0.150 g, 0.13 mmol), and stir at 80° C. for 17 hour under nitrogen atmosphere. Cool to ambient temperature and add ethyl acetate (20 mL) and water (10 mL). Extract the aqueous phase with ethyl acetate (2×... The reactants are CCC([BH-](C(CC)C)C(CC)C)C.[Li+] (L-selectride), BrC1=CC=C(C=C1)N1C=CC2=CC(=CC=C12)OC (1-(4-Bromo-phenyl)-5-methoxy-1H-indole). The solvent is C1CCOC1 (THF). Conditions: temperature 75 celsius, time 60 hour. Product: BrC1=CC=C(C=C1)N1C=CC2=CC(=CC=C12)O (1-(4-Bromo-phenyl)-1H-indol-5-ol). Isolated yield 96.5%. As a reaction SMILES: CCC(C)[BH-](C(C)CC)C(C)CC.[Li+].[Br:15][C:16]1[CH:21]=[CH:20][C:19]([N:22]2[C:30]3[C:25](=[CH:26][C:27]([O:31]C)=[CH:28][CH:29]=3)[CH:24]=[CH:23]2)=[CH:18][CH:17]=1>C1COCC1>[Br:15][C:16]1[CH:21]=[CH:20][C:19]([N:22]2[C:30]3[C:25](=[CH:26][C:27]([OH:31])=[CH:28][CH:29]=3)[CH:24]=[CH:23]2)=[CH:18][CH:17]=1 |f:0.1|. Procedure: To 140 ml (140 mmol) 1M L-selectride in THF (Lithium-tri-sec-butylborohydride), 14.9 g (50 mmol) 1-(4-Bromo-phenyl)-5-methoxy-1H-indole were added slowly in small portions at RT. The mixture was stirred at 75° C. for 60 h, concentrated and dissolved in ether and water. The organic phase was washed with water and dried over Na2SO4. Trituration with cyclohexane yielded 13.9 g (96%) 1-(4-Bromo-phenyl)-1H-indol-5-ol as grey solid, MS: 287 (MH+). The reactants are NC1=CC=C(C=C1)S(=O)O (p-aminobenzene sulphinic acid), C([O-])([O-])=O.[K+].[K+] (potassium carbonate), Cl (hydrochloric acid), CS(=O)(=O)NC1=CC=C(C2=CC=C(C=C12)S(=O)(=O)Cl)N=NC1=C(C=CC=C1)C#N (1-Methylsulphonylamino-4-(2-cyanophenylazo)-7-chlorosulphonyl-naphthalene). Run in O (water), CC(=O)C (acetone), O (water). Reaction conditions: time 1 hour. Product: CS(=O)(=O)NC1=CC=C(C2=CC=C(C=C12)S(NC1=CC=C(C=C1)S(=O)O)(=O)=O)N=NC1=C(C=CC=C1)C#N (1-methylsulphonylamino-4(2-cyano-phenylazo)-7-(p-sulphino-phenylsulphamyl)-naphthalene). As a reaction SMILES: [NH2:1][C:2]1[CH:7]=[CH:6][C:5]([S:8]([OH:10])=[O:9])=[CH:4][CH:3]=1.C(=O)([O-])[O-].[K+].[K+].[CH3:17][S:18]([NH:21][C:22]1[C:31]2[C:26](=[CH:27][CH:28]=[C:29]([S:32](Cl)(=[O:34])=[O:33])[CH:30]=2)[C:25]([N:36]=[N:37][C:38]2[CH:43]=[CH:42][CH:41]=[CH:40][C:39]=2[C:44]#[N:45])=[CH:24][CH:23]=1)(=[O:20])=[O:19].Cl>O.CC(C)=O>[CH3:17][S:18]([NH:21][C:22]1[C:31]2[C:26](=[CH:27][CH:28]=[C:29]([S:32](=[O:34])(=[O:33])[NH:1][C:2]3[CH:7]=[CH:6][C:5]([S:8]([OH:10])=[O:9])=[CH:4][CH:3]=3)[CH:30]=2)[C:25]([N:36]=[N:37][C:38]2[CH:43]=[CH:42][CH:41]=[CH:40][C:39]=2[C:44]#[N:45])=[CH:24][CH:23]=1)(=[O:20])=[O:19] |f:1.2.3|. Procedure: To a solution of 52.5 g of p-aminobenzene sulphinic acid and 96 g of potassium carbonate in 850 ml of water first 1 l of acetone was added and then portionwise 157 g of compound P with stirring. Thereupon, the mixture was stirred for 1 h, poured into 2.5 l of water and acidified with 100 ml of concentrated hydrochloric acid. The precipitate formed was sucked off, washed with methanol and dried. Yield: 160 g. Yields the product CC=1[C@H]2[C@@H]3CC[C@H]([C@@H](CCC(=O)OC)C)[C@]3(CC[C@@H]2[C@]2(CCC(C=C2C1)=O)C)C (methyl 7-methyl-3-oxochola-4,6-dien-24-oate). The solvent is C1(=CC=CC=C1)C (toluene). Procedure details: A mixture of methyl 7-hydroxy-7-methylchol-5-en-24-oate (8) (2.0 g, 4.78 mmoles), aluminum isopropoxide (1.17 g, 5.72 mmoles), 2-butanone (8.6 ml, 96 mmoles) in toluene (40 ml) was heated at 80° in a N2 atmosphere for 6 hrs. About 15 ml of solvent was distilled from the reaction mixture at atmospheric pressure. Toluene (30 ml) was added, and the mixture was extracted with 3N HCl (2 times), H2O (3 times) and dried with MgSO4. Evaporation in vacuo gave 1.7 g of an orange oil that was purified by f... The yield is 89.2%. The reactants are N#N (N2), OC1([C@H]2[C@@H]3CC[C@H]([C@@H](CCC(=O)OC)C)[C@]3(CC[C@@H]2[C@]2(CCCCC2=C1)C)C)C (methyl 7-hydroxy-7-methylchol-5-en-24-oate), CC([O-])C.[Al+3].CC([O-])C.CC([O-])C (aluminum isopropoxide), CC(CC)=O (2-butanone). Reaction SMILES: O[C:2]1([CH3:29])[CH:26]=[C:25]2[C@:20]([CH3:27])([CH2:21][CH2:22][CH2:23][CH2:24]2)[C@@H:19]2[C@@H:3]1[C@H:4]1[C@:16]([CH3:28])([CH2:17][CH2:18]2)[C@@H:7]([C@H:8]([CH3:15])[CH2:9][CH2:10][C:11]([O:13][CH3:14])=[O:12])[CH2:6][CH2:5]1.CC(C)[O-:32].[Al+3].CC(C)[O-].CC(C)[O-].CC(=O)CC.N#N>C1(C)C=CC=CC=1>[CH3:29][C:2]1[C@@H:3]2[C@@H:19]([C@:20]3([CH3:27])[C:25]([CH:26]=1)=[CH:24][C:23](=[O:32])[CH2:22][CH2:21]3)[CH2:18][CH2:17][C@@:16]1([CH3:28])[C@H:4]2[CH2:5][CH2:6][C@@H:7]1[C@H:8]([CH3:15])[CH2:9][CH2:10][C:11]([O:13][CH3:14])=[O:12] |f:1.2.3.4|. Reactants: BrC(C)Br (dibromoethane), C([O-])([O-])=O.[K+].[K+] (potassium carbonate), C(CC(=O)C)(=O)OCC (Ethyl acetoacetate). Run in CC(=O)C (acetone). The product is C(C)(=O)C1(CC1)C(=O)OCC (Ethyl 1-acetylcyclopropanecarboxylate). Isolated yield 64.9%. As a reaction SMILES: [C:1]([O:7][CH2:8][CH3:9])(=[O:6])[CH2:2][C:3]([CH3:5])=[O:4].Br[CH:11](Br)[CH3:12].C(=O)([O-])[O-].[K+].[K+]>CC(C)=O>[C:3]([C:2]1([C:1]([O:7][CH2:8][CH3:9])=[O:6])[CH2:12][CH2:11]1)(=[O:4])[CH3:5] |f:2.3.4|. Procedure details: Ethyl acetoacetate (100 g, 0.77 mol) was dissolved in acetone (500 ml). To the thus obtained solution was added dibromoethane (361 g, 1.92 mol) and potassium carbonate (266 g, 1.92 mol) and the mixture was heated under reflux for 4 days. After filtering off insoluble matter, the filtrate was distilled under reduced pressure (80° C./8 mmHg) to obtain 78.1 g (65.1%) of the title compound as a colorless oily substance. Reactants: CC(C)Cn1c(CN(C(=O)[O-])C(C)(C)C)c(-c2ccccc2)c2cc(S(C)(=O)=O)ccc2c1=O, CCOC(C)=O, Cl. The product is Cl, CC(C)Cn1c(CN)c(-c2ccccc2)c2cc(S(C)(=O)=O)ccc2c1=O. Reaction SMILES: [C:1]([N:5]([C:2](=[O:3])[O-:4])[CH2:9][c:10]1[n:11]([CH2:31][CH:32]([CH3:33])[CH3:34])[c:12](=[O:30])[c:13]2[cH:14][cH:15][c:16]([S:26](=[O:27])(=[O:28])[CH3:29])[cH:17][c:18]2[c:19]1-[c:20]1[cH:21][cH:22][cH:23][cH:24][cH:25]1)([CH3:6])([CH3:7])[CH3:8].[CH3:36][CH2:37][O:38][C:39](=[O:40])[CH3:41].[ClH:35]>>[ClH:35].[NH2:5][CH2:9][c:10]1[n:11]([CH2:31][CH:32]([CH3:33])[CH3:34])[c:12](=[O:30])[c:13]2[cH:14][cH:15][c:16]([S:26](=[O:27])(=[O:28])[CH3:29])[cH:17][c:18]2[c:19]1-[c:20]1[cH:21][cH:22][cH:23][cH:24][cH:25]1.